Dataset: the Open Reaction Database (ORD), a public repository of structured organic reaction records. Task: describe an organic reaction: reactants, conditions, products, and yield The reactants are FC=1C=C(CN)C=C(C1N1CCOCC1)F (3,5-difluoro-4-(4-morpholinyl)benzylamine), N(=C=O)C1=C2C=CN=CC2=CC=C1 (5-isocyanatoisoquinoline). Run in C(C)OCC (diethyl ether). The product is FC=1C=C(CNC(=O)NC2=C3C=CN=CC3=CC=C2)C=C(C1N1CCOCC1)F (N-[3,5-difluoro-4-(4-morpholinyl)benzyl]-N′-5-isoquinolinylurea). Reaction SMILES: [F:1][C:2]1[CH:3]=[C:4]([CH:7]=[C:8]([F:16])[C:9]=1[N:10]1[CH2:15][CH2:14][O:13][CH2:12][CH2:11]1)[CH2:5][NH2:6].[N:17]([C:20]1[CH:29]=[CH:28][CH:27]=[C:26]2[C:21]=1[CH:22]=[CH:23][N:24]=[CH:25]2)=[C:18]=[O:19]>C(OCC)C>[F:1][C:2]1[CH:3]=[C:4]([CH:7]=[C:8]([F:16])[C:9]=1[N:10]1[CH2:15][CH2:14][O:13][CH2:12][CH2:11]1)[CH2:5][NH:6][C:18]([NH:17][C:20]1[CH:29]=[CH:28][CH:27]=[C:26]2[C:21]=1[CH:22]=[CH:23][N:24]=[CH:25]2)=[O:19]. Procedure: The product from Example 177A (500 mg, 2.19 mmol) in diethyl ether (5 mL) was treated with an ethereal solution of 5-isocyanatoisoquinoline. The resulting waxy precipitate was collected by filtration and air-dried to provide the title compound. 1H NMR (300 MHz, DMSO-d6) δ 9.27 (s, 1H), 8.79 (s, 1H), 8.54 (d, 1H, J=6.1 Hz), 8.26 (dd, 1H, J=7.8 Hz, 1.0 Hz), 7.94 (d, 1H, 6.1 Hz), 7.76 (d, 1H, 8.2 Hz), 7.60 (t, 3H, J=7.6 Hz), 7.10 (t, 1H, J=6.0 Hz), 7.03 (m, 2H), 4.31 (d, 2H), 3.68 (m, 4H), 3.07 (m,...